Dataset: the Open Reaction Database (ORD), a public repository of structured organic reaction records. Task: describe an organic reaction: reactants, conditions, products, and yield Starting materials: C(=O)(OC(C)(C)C)N1[C@H](C(=O)O)CC[C@@H]1C1=CC=CC=C1 (racemic N-Boc-cis-5-phenylproline), C=1C=CC2=C(C1)N=NN2O (HOBt), C(CCl)Cl (EDC), N-dimethylhydroxylamine hydrochloride, CCN(C(C)C)C(C)C (DIEA). Run in CN(C)C=O (DMF). Conditions: time 30 minute. The product is C(C)(C)(C)OC(=O)N1[C@H](CC[C@H]1C1=CC=CC=C1)C(=O)N(C)OC (1-tert-butyloxycarbonyl-cis-2-{[methoxy(methyl)amino]carbonyl}-5-phenylpyrrolidine). Reaction SMILES: [C:1]([N:8]1[C@@H:15]([C:16]2[CH:21]=[CH:20][CH:19]=[CH:18][CH:17]=2)[CH2:14][CH2:13][C@H:9]1[C:10]([OH:12])=O)([O:3][C:4]([CH3:7])([CH3:6])[CH3:5])=[O:2].C1C=C[C:25]2[N:30]([OH:31])N=NC=2C=1.[CH2:32](Cl)CCl.CCN(C(C)C)C(C)C>CN(C=O)C>[C:4]([O:3][C:1]([N:8]1[C@H:15]([C:16]2[CH:21]=[CH:20][CH:19]=[CH:18][CH:17]=2)[CH2:14][CH2:13][C@@H:9]1[C:10]([N:30]([O:31][CH3:32])[CH3:25])=[O:12])=[O:2])([CH3:5])([CH3:6])[CH3:7]. Procedure: A solution of racemic N-Boc-cis-5-phenylproline (2 g, 6.865 mmol) in DMF (35 mL) was added HOBt (1.05 g, 6.87 mmol), EDC (1.97 g, 10.3 mmol), O, N-dimethylhydroxylamine hydrochloride (1.00 g, 10.3 mmol) and DIEA dropwise (1.33 mL, 10.3 mmol). The reaction was stirred at ambient temperature for 30 min and then partitioned between ethyl acetate and water. The EtOAc layer was separated and washed with brine, dried over anhydrous sodium sulfate, filtered, and concentrated under vacuum. The residue w... Reaction conditions: time 45 minute. The reactants are C(C)(C)(C)OC(=O)N1C(CCC1)C=1NC(=CN1)C1=CC=C(C=C1)C1=CC=C(C=C1)C=1NC(=NC1)C1N(CCC1)C(C(CCC(F)(F)F)NC(=O)OC)=O (2-[5-(4′-{2-[1-(5,5,5-Trifluoro-2-methoxycarbonylamino-pentanoyl)-pyrrolidin-2-yl]-3H-imidazol-4-yl}-biphenyl-4-yl)-1H-imidazol-2-yl]-pyrrolidine-1-carboxylic acid tert-butyl ester), COC(C(CCC(F)(F)F)NC(=O)OC)=O (5,5,5-Trifluoro-2-methoxycarbonylamino-pentanoic acid methyl ester), [Li+].[OH-] (LiOH). Yields the product FC(CCC(C(=O)O)(OC)N=C=O)(F)F (5,5,5-Trifluoro-2-methoxy-carbonylamino-pentanoic acid). As a reaction SMILES: [C:1]([O:5]C(N1CCCC1C1NC(C2C=CC(C3C=CC(C4NC(C5CCCN5C(=O)C(NC(OC)=O)CCC(F)(F)F)=NC=4)=CC=3)=CC=2)=CN=1)=O)(C)(C)C.C[O:55][C:56](=[O:69])[CH:57]([NH:64][C:65]([O:67]C)=O)[CH2:58][CH2:59][C:60]([F:63])([F:62])[F:61].[Li+].[OH-]>CO>[F:63][C:60]([F:61])([F:62])[CH2:59][CH2:58][C:57]([N:64]=[C:65]=[O:67])([O:5][CH3:1])[C:56]([OH:55])=[O:69] |f:2.3|. Reported procedure: To a stirred solution of 2-isopropyl-3,6-dimethoxy-2,5-dihydro-pyrazine (1 mL, 5.58 mmol) in THF (13.5 mL) under argon at −78° C. was added a solution of n-butyllithium (2.5 M, 2.3 mL, 5.75 mmol). The solution was stirred at −78° C. for 30 minutes. A solution of 1-Iodo-3,3,3-trifluoropropane (925 μL, 5.87 mmol) in THF (11.5 mL) was added slowly. The resulting solution was stirred at −78° C. for 5 hours, warmed to room temperature and diluted with ethyl acetate. The organic layer was washed succe... Run in CO (methanol). Reactants: C([O-])([O-])=O.[Na+].[Na+] (sodium carbonate), BrC1=CC=C(S1)C(C)=O (1-(5-bromothiophen-2-yl)ethanone), OC1=CC=C(C=C1)B(O)O (p-hydroxyphenylboronic acid). The reagents and catalysts are C=1C=CC(=CC1)[P](C=2C=CC=CC2)(C=3C=CC=CC3)[Pd]([P](C=4C=CC=CC4)(C=5C=CC=CC5)C=6C=CC=CC6)([P](C=7C=CC=CC7)(C=8C=CC=CC8)C=9C=CC=CC9)[P](C=1C=CC=CC1)(C=1C=CC=CC1)C=1C=CC=CC1 (tetrakistriphenylphosphinepalladium(0)). Run in O1CCOCC1 (1,4-dioxane). Run at temperature 100 celsius. Yields the product OC1=CC=C(C=C1)C1=CC=C(S1)C(C)=O (1-(5-(4-hydroxyphenyl)thiophen-2-yl)ethanone), solid. The yield is 19.0%. RXN SMILES: Br[C:2]1[S:6][C:5]([C:7](=[O:9])[CH3:8])=[CH:4][CH:3]=1.[OH:10][C:11]1[CH:16]=[CH:15][C:14](B(O)O)=[CH:13][CH:12]=1.C(=O)([O-])[O-].[Na+].[Na+]>C1C=CC([P]([Pd]([P](C2C=CC=CC=2)(C2C=CC=CC=2)C2C=CC=CC=2)([P](C2C=CC=CC=2)(C2C=CC=CC=2)C2C=CC=CC=2)[P](C2C=CC=CC=2)(C2C=CC=CC=2)C2C=CC=CC=2)(C2C=CC=CC=2)C2C=CC=CC=2)=CC=1.O1CCOCC1>[OH:10][C:11]1[CH:16]=[CH:15][C:14]([C:2]2[S:6][C:5]([C:7](=[O:9])[CH3:8])=[CH:4][CH:3]=2)=[CH:13][CH:12]=1 |f:2.3.4,^1:29,31,50,69|. Reported procedure: A flame-dried test tube under N2 was charged with 1-(5-bromothiophen-2-yl)ethanone (250 mg, 1.22 mmol), p-hydroxyphenylboronic acid (1.2 equiv, 1.40 mmol, 202 mg), and 2.0 mL 1,4-dioxane. To the yellow solution, tetrakistriphenylphosphinepalladium(0) (6 mol %, 0.0731 mmol, 84 mg) and 2 M aqueous sodium carbonate (2.0 equiv, 2.44 mmol, 2.0 mL) were added. The yellow mixture was heated to 100° C. for 18 h. The resulting yellow-brown mixture was cooled to rt, adsorbed onto Celite in vacuo, and puri... Run in C1CCOC1 (THF). The product is BrC=1C(=NC(=NC1)SC)CO ([5-Bromo-2-(methylthio)pyrimidin-4-yl]methanol). RXN SMILES: [Br:1][C:2]1[C:3]([C:10](OC)=[O:11])=[N:4][C:5]([S:8][CH3:9])=[N:6][CH:7]=1.[H-].C([Al+]CC(C)C)C(C)C>C1COCC1>[Br:1][C:2]1[C:3]([CH2:10][OH:11])=[N:4][C:5]([S:8][CH3:9])=[N:6][CH:7]=1 |f:1.2|. Reactants: BrC=1C(=NC(=NC1)SC)C(=O)OC (Methyl 5-bromo-2-(methylthio)pyrimidine-4-carboxylate), [H-].C(C(C)C)[Al+]CC(C)C (diisobutylaluminum hydride). Reaction conditions: time 2 minute. Reported procedure: To a cold (−10° C.˜0° C.) THF (19.00 mL) solution of methyl 5-bromo-2-(methylthio)pyrimidine-4-carboxylate (Step A, 1 g, 3.80 mmol) was added diisobutylaluminum hydride (1M, 9.50 mL, 9.50 mmol) while internal temperature was below 0° C. An aliquot taken immediately after addition indicated completion of reaction. The crude mixture was quenched with NH4Cl (aq.). Volatiles were removed under reduced pressure. The resulting pot residue was worked up with brine, extracted with EtOAc, dried (Na2SO4),...